From a dataset of the Open Reaction Database (ORD), a public repository of structured organic reaction records. describe an organic reaction: reactants, conditions, products, and yield Yields the product C(C1=CC=CC=C1)OC(=O)N[C@H]1C(N(OC1)C1(OC(CC1)=O)C(=O)OC)=O (methyl 2-[(4R)-4-benzyloxycarbonylamino-3-oxo-2-isoxazolidinyl]-5-oxo-2-tetrahydrofurancarboxylate). Yield: 26.7%. Reported procedure: In 3 ml of N,N-dimethylformamide was dissolved 236 mg of (4R)-4-benzyloxycarbonylamino-3-isoxazolidinone. To the solution was added 326 mg of cesium carbonate. The mixture was stirred at room temperature for 20 minutes, to which was added 179 mg of the Compound (13) obtained in Example 13, followed by stirring for two hours. To the reaction solution was added a dilute saline solution. The mixture was subjected to extraction with ethyl acetate. The organic layer was washed with a saturated saline... Reactants: C(C1=CC=CC=C1)OC(=O)N[C@H]1C(NOC1)=O ((4R)-4-benzyloxycarbonylamino-3-isoxazolidinone), C([O-])([O-])=O.[Cs+].[Cs+] (cesium carbonate), ClC1(OC(CC1)=O)C(=O)OC (methyl 2-chloro-5-oxo-2-tetrahydrofurancarboxylate). Reaction conditions: time 20 minute. As a reaction SMILES: [CH2:1]([O:8][C:9]([NH:11][C@@H:12]1[CH2:16][O:15][NH:14][C:13]1=[O:17])=[O:10])[C:2]1[CH:7]=[CH:6][CH:5]=[CH:4][CH:3]=1.C(=O)([O-])[O-].[Cs+].[Cs+].Cl[C:25]1([C:31]([O:33][CH3:34])=[O:32])[CH2:29][CH2:28][C:27](=[O:30])[O:26]1>CN(C)C=O>[CH2:1]([O:8][C:9]([NH:11][C@@H:12]1[CH2:16][O:15][N:14]([C:25]2([C:31]([O:33][CH3:34])=[O:32])[CH2:29][CH2:28][C:27](=[O:30])[O:26]2)[C:13]1=[O:17])=[O:10])[C:2]1[CH:7]=[CH:6][CH:5]=[CH:4][CH:3]=1 |f:1.2.3|. Solvent: CN(C=O)C (N,N-dimethylformamide). Starting materials: ClC1=NC=CC(=C1)OC1=C(C=C(C(=C1)F)[N+](=O)[O-])C (2-chloro-4-(5-fluoro-2-methyl-4-nitrophenoxy)pyridine). The reagents and catalysts are [Ni] (Ni). Run in C(C)O (ethanol). Conditions: time 8 hour. Product: ClC1=NC=CC(=C1)OC1=CC(=C(C=C1C)N)F (4-(2-chloropyridin-4-yloxy)-2-fluoro-5-methylbenzenamine). The yield is 100.0%. Reaction SMILES: [Cl:1][C:2]1[CH:7]=[C:6]([O:8][C:9]2[CH:14]=[C:13]([F:15])[C:12]([N+:16]([O-])=O)=[CH:11][C:10]=2[CH3:19])[CH:5]=[CH:4][N:3]=1>C(O)C.[Ni]>[Cl:1][C:2]1[CH:7]=[C:6]([O:8][C:9]2[C:10]([CH3:19])=[CH:11][C:12]([NH2:16])=[C:13]([F:15])[CH:14]=2)[CH:5]=[CH:4][N:3]=1. Procedure: To a solution of 2-chloro-4-(5-fluoro-2-methyl-4-nitrophenoxy)pyridine (0.48 g, 1.698 mmol) in ethanol (20 mL) was added Raney Ni (0.4 g). The mixture was stirred under a hydrogen atmosphere (1 atm) overnight at RT. The reaction mixture was filtered through a pad of Celite® and the filtrate was concentrated to obtain the crude 4-(2-chloropyridin-4-yloxy)-2-fluoro-5-methylbenzenamine (assuming a 100% yield). The reactants are Cl (hydrochloric acid), O=C1C(CC2=CC(=C(C(=C12)Cl)Cl)OCC#N)CC ((1-oxo-2-ethyl-6,7-dichloro-5-indanyloxy)acetonitrile), [N-]=[N+]=[N-].[Na+] (sodium azide), [Cl-].[NH4+] (ammonium chloride), CN(C=O)C (dimethylformamide). Yields the product O=C(C1=NN=NN1)OC=1C=C2CC(CC2=C(C1Cl)Cl)CC (5-(1-Oxo-2-ethyl-6,7-dichloro-5-indanyloxymethyl)tetrazole). As a reaction SMILES: O=[C:2]1[C:10]2[C:5](=[CH:6][C:7]([O:13][CH2:14][C:15]#[N:16])=[C:8]([Cl:12])[C:9]=2[Cl:11])[CH2:4][CH:3]1[CH2:17][CH3:18].[N-:19]=[N+:20]=[N-:21].[Na+].[Cl-].[NH4+].Cl.CN(C)C=[O:29]>>[O:29]=[C:14]([O:13][C:7]1[CH:6]=[C:5]2[C:10](=[C:9]([Cl:11])[C:8]=1[Cl:12])[CH2:2][CH:3]([CH2:17][CH3:18])[CH2:4]2)[C:15]1[NH:21][N:20]=[N:19][N:16]=1 |f:1.2,3.4|. Procedure: A mixture of (1-oxo-2-ethyl-6,7-dichloro-5-indanyloxy)acetonitrile (7.5 g., 0.0265 mole), sodium azide (2.02 g., 0.031 mole) and ammonium chloride (1.68 g., 0.0031 mole) in dimethylformamide (40 ml.) is heated on a steam bath for one hours and poured into dilute aqueous hydrochloric acid affording 7.3 g. (85%) of 5-(1-oxo-2-ethyl-6,7-dichloro-5-indanyloxymethyl)tetrazole which melts at 205°-206° C. after recrystallization from nitromethane. Reactants: BrC1=NC=CC2=CC=CC=C12 (1-bromoisoquinoline), F[B-](F)(F)F.C[O+](C)C (trimethyloxonium tetrafluoroborate). Run in C(Cl)Cl (CH2Cl2). Yields the product F[B-](F)(F)F.BrC1=[N+](C=CC2=CC=CC=C12)C (1-bromo-2-methylisoquinolinium tetrafluoroborate). Reaction SMILES: [Br:1][C:2]1[C:11]2[C:6](=[CH:7][CH:8]=[CH:9][CH:10]=2)[CH:5]=[CH:4][N:3]=1.[F:12][B-:13]([F:16])([F:15])[F:14].[CH3:17][O+](C)C>C(Cl)Cl>[F:12][B-:13]([F:16])([F:15])[F:14].[Br:1][C:2]1[C:11]2[C:6](=[CH:7][CH:8]=[CH:9][CH:10]=2)[CH:5]=[CH:4][N+:3]=1[CH3:17] |f:1.2,4.5|. Procedure: The starting material was prepared by reaction of 1-bromoisoquinoline with trimethyloxonium tetrafluoroborate in CH2Cl2 to give 1-bromo-2-methylisoquinolinium tetrafluoroborate, m.p. 162°.